This data is from the Open Reaction Database (ORD), a public repository of structured organic reaction records. The task is: describe an organic reaction: reactants, conditions, products, and yield The reactants are CNC(=O)C1CNCCN1, CCSC1=NC(=O)C(=Cc2ccc3c(cnn3Cc3ccc(C(F)(F)F)cc3C(F)(F)F)c2)S1. The product is CNC(=O)C1CN(C2=NC(=O)C(=Cc3ccc4c(cnn4Cc4ccc(C(F)(F)F)cc4C(F)(F)F)c3)S2)CCN1. As a reaction SMILES: [CH3:35][NH:36][C:37](=[O:38])[CH:39]1[NH:40][CH2:41][CH2:42][NH:43][CH2:44]1.[F:1][C:2]([c:3]1[c:4]([CH2:5][n:6]2[n:7][cH:8][c:9]3[cH:10][c:11]([CH:15]=[C:16]4[C:17](=[O:24])[N:18]=[C:19]([S:21][CH2:22][CH3:23])[S:20]4)[cH:12][cH:13][c:14]23)[cH:25][cH:26][c:27]([C:29]([F:30])([F:31])[F:32])[cH:28]1)([F:33])[F:34]>>[F:1][C:2]([c:3]1[c:4]([CH2:5][n:6]2[n:7][cH:8][c:9]3[cH:10][c:11]([CH:15]=[C:16]4[C:17](=[O:24])[N:18]=[C:19]([N:43]5[CH2:42][CH2:41][NH:40][CH:39]([C:37]([NH:36][CH3:35])=[O:38])[CH2:44]5)[S:20]4)[cH:12][cH:13][c:14]23)[cH:25][cH:26][c:27]([C:29]([F:30])([F:31])[F:32])[cH:28]1)([F:33])[F:34].